Dataset: the Open Reaction Database (ORD), a public repository of structured organic reaction records. Task: describe an organic reaction: reactants, conditions, products, and yield The reactants are C1(CC1)N1N=CC(=C1N)I (1-cyclopropyl-4-iodo-1H-pyrazol-5-amine), C(C)(C)NC(C)C (N,N-diisopropylamine), C(C)(=O)Cl (acetyl chloride). The solvent is ClCCl (dichloromethane), ClCCl (dichloromethane). Reaction conditions: temperature 0 celsius, time 1 hour. The product is C1(CC1)N1N=CC(=C1NC(C)=O)I (N-(1-cyclopropyl-4-iodo-1H-pyrazol-5-yl)acetamide). The yield is 103.1%. RXN SMILES: [CH:1]1([N:4]2[C:8]([NH2:9])=[C:7]([I:10])[CH:6]=[N:5]2)[CH2:3][CH2:2]1.C(NC(C)C)(C)C.[C:18](Cl)(=[O:20])[CH3:19]>ClCCl>[CH:1]1([N:4]2[C:8]([NH:9][C:18](=[O:20])[CH3:19])=[C:7]([I:10])[CH:6]=[N:5]2)[CH2:3][CH2:2]1. Procedure: A 100-mL round-bottom flask was charged with 1-cyclopropyl-4-iodo-1H-pyrazol-5-amine (0.250 g, 1.00 mmol), N,N-diisopropylamine (0.52 mL, 2.99 mmol) and dichloromethane (8 mL), and the solution was cooled to 0° C. A solution of acetyl chloride (0.085 mL, 1.19 mmol) in dichloromethane (2 mL) was added dropwise, and the resulting solution stirred for 1 h at 0° C. The reaction mixture was concentrated under vacuum, and the residue was purified via column chromatography on silica gel (gradient eluti... The reactants are O=C([O-])[O-], CC(C)=O, Oc1ccccc1Cl, O=[N+]([O-])c1cc[n+]([O-])cc1F, [K+], [K+]. Product: O=[N+]([O-])c1cc[n+]([O-])cc1Oc1ccccc1Cl. RXN SMILES: [C:20](=[O:21])([O-:22])[O-:23].[CH3:26][C:27](=[O:28])[CH3:29].[Cl:12][c:13]1[c:14]([OH:19])[cH:15][cH:16][cH:17][cH:18]1.[F:1][c:2]1[cH:3][n+:4]([O-:11])[cH:5][cH:6][c:7]1[N+:8](=[O:9])[O-:10].[K+:24].[K+:25]>>[c:2]1([O:19][c:14]2[c:13]([Cl:12])[cH:18][cH:17][cH:16][cH:15]2)[cH:3][n+:4]([O-:11])[cH:5][cH:6][c:7]1[N+:8](=[O:9])[O-:10]. Starting materials: COC(=O)c1cc(O)c2c3c(cc(Br)c2n1)S(=O)c1ccccc1-3, CC(=O)O, OO. Product: COC(=O)c1cc(O)c2c3c(cc(Br)c2n1)S(=O)(=O)c1ccccc1-3. Reaction SMILES: [Br:1][c:2]1[cH:3][c:4]2[c:5]([c:6]3[c:7]([OH:16])[cH:8][c:9]([C:12](=[O:13])[O:14][CH3:15])[n:10][c:11]13)-[c:17]1[c:18]([cH:21][cH:22][cH:23][cH:24]1)[S:19]2=[O:20].[CH3:27][C:28](=[O:29])[OH:30].[OH:25][OH:26]>>[Br:1][c:2]1[cH:3][c:4]2[c:5]([c:6]3[c:7]([OH:16])[cH:8][c:9]([C:12](=[O:13])[O:14][CH3:15])[n:10][c:11]13)-[c:17]1[c:18]([cH:21][cH:22][cH:23][cH:24]1)[S:19]2(=[O:20])=[O:25]. Starting materials: COOC, CC(=O)[O-], CCOC(C)=O, CC(=O)O, CCCCCC, CCOCC, Cc1ccccc1, CCCCC, CNC1CCC(c2ccc(Cl)c(Cl)c2)c2ccccc21, C1CCOC1, C1COCCO1, O, c1ccccc1. Product: CC(=O)[O-], CNC1CCC(c2ccc(Cl)c(Cl)c2)c2ccccc21. RXN SMILES: [CH3:21][O:22][O:23][CH3:24].[CH3:25][C:26]([O-:27])=[O:28].[CH3:29][CH2:30][O:31][C:32](=[O:33])[CH3:34].[CH3:35][C:36](=[O:37])[OH:38].[CH3:39][CH2:40][CH2:41][CH2:42][CH2:43][CH3:44].[CH3:46][CH2:47][O:48][CH2:49][CH3:50].[CH3:62][c:63]1[cH:64][cH:65][cH:66][cH:67][cH:68]1.[CH3:75][CH2:76][CH2:77][CH2:78][CH3:79].[CH:1]1([c:13]2[cH:14][cH:15][c:16]([Cl:17])[c:18]([Cl:19])[cH:20]2)[CH2:2][CH2:3][CH:4]([NH:5][CH3:6])[c:7]2[cH:8][cH:9][cH:10][cH:11][c:12]21.[O:51]1[CH2:52][CH2:53][CH2:54][CH2:55]1.[O:56]1[CH2:57][CH2:58][O:59][CH2:60][CH2:61]1.[OH2:45].[cH:69]1[cH:70][cH:71][cH:72][cH:73][cH:74]1>>[CH3:25][C:26](=[O:27])[O-:28].[CH:1]1([c:13]2[cH:14][cH:15][c:16]([Cl:17])[c:18]([Cl:19])[cH:20]2)[CH2:2][CH2:3][CH:4]([NH:5][CH3:6])[c:7]2[cH:8][cH:9][cH:10][cH:11][c:12]21. The reactants are ClC1=NC(=CC(=N1)C)C1CC1 (2-chloro-4-methyl-6-cyclopropylpyrimidine), O.NN (hydrazine hydrate). Solvent: C(C)O (ethanol). Run at time 20 hour. Yields the product N(N)C1=NC(=CC(=N1)C)C1CC1 (2-hydrazino-4-methyl-6-cyclopropylpyrimidine). RXN SMILES: Cl[C:2]1[N:7]=[C:6]([CH3:8])[CH:5]=[C:4]([CH:9]2[CH2:11][CH2:10]2)[N:3]=1.O.[NH2:13][NH2:14]>C(O)C>[NH:13]([C:2]1[N:7]=[C:6]([CH3:8])[CH:5]=[C:4]([CH:9]2[CH2:11][CH2:10]2)[N:3]=1)[NH2:14] |f:1.2|. Reported procedure: 3.0 g of 2-chloro-4-methyl-6-cyclopropylpyrimidine are dissolved in 30 ml of ethanol; 3.8 ml of hydrazine hydrate are added and the mixture is stirred for 20 hours at room temperature. The solvent is then evaporated off in vacuo and the residue is recrystallised with ethyl acetate. M.p. 98°-99° C. The reactants are BrCC1=CC(=C(C=C1)OC)OC1CCCC1 (a-bromo-3-cyclopentyloxy-4-methoxytoluene), [C-]#N.[Na+] (sodium cyanide), C1(CCCC1)OC=1C=C(C=O)C=CC1OC (3-cyclopentyloxy-4-methoxybenzaldehyde), [Br-].[Li+] (lithium bromide), C[SiH](O[SiH](C)C)C (1,1,3,3-tetramethyldisiloxane). Run in O (water), CN(C=O)C (dimethylformamide), C(C)#N (acetonitrile). Run at temperature 0 celsius, time 15 minute. Yields the product C1(CCCC1)OC=1C=C(C=CC1OC)CC#N ((3-Cyclopentyloxy-4-methoxyphenyl)acetonitrile). Yield: 84.3%. RXN SMILES: [CH:1]1([O:6][C:7]2[CH:8]=[C:9]([CH:12]=[CH:13][C:14]=2[O:15][CH3:16])[CH:10]=O)[CH2:5][CH2:4][CH2:3][CH2:2]1.[Br-].[Li+].C[SiH](C)O[SiH](C)C.BrCC1C=CC(OC)=C(OC2CCCC2)C=1.[C-:42]#[N:43].[Na+]>C(#N)C.CN(C)C=O.O>[CH:1]1([O:6][C:7]2[CH:8]=[C:9]([CH2:10][C:42]#[N:43])[CH:12]=[CH:13][C:14]=2[O:15][CH3:16])[CH2:5][CH2:4][CH2:3][CH2:2]1 |f:1.2,5.6|. Procedure: To a solution of 3-cyclopentyloxy-4-methoxybenzaldehyde (20 g, 90.8 mmol) in acetonitrile (100 mL) was added lithium bromide (15 g, 173 mmol) followed by the dropwise addition of trimethylsilychloride (17.4 mL, 137 mmol). After 15 min, the reaction mixture was cooled to 0° C., 1,1,3,3-tetramethyldisiloxane (26.7 mL, 151 mmol) was added dropwise and the resulting mixture was allowed to warm to room temperature. After stirring for 3 h, the mixture was separated into two layers. The lower layer was...